Task: describe an organic reaction: reactants, conditions, products, and yield. Dataset: the Open Reaction Database (ORD), a public repository of structured organic reaction records Starting materials: C1(CCCC1)C=1NC=2CC(CC(C2C(C1C(C1=CC=C(C=C1)C(F)(F)F)=O)C1=CC(=C(C=C1)F)F)=O)(C)C (2-cyclopentyl-4-(3,4-difluorophenyl)-7,7-dimethyl-3-(4-trifluoromethylbenzoyl)4,6,7,8-tetrahydro-1H-quinolin-5-one), N1=CC=CC=C1 (pyridine). Reagents/catalysts: [O-2].[O-2].[Mn+4] (manganese dioxide). The solvent is C(Cl)Cl (methylene chloride). The product is C1(CCCC1)C1=NC=2CC(CC(C2C(=C1C(C1=CC=C(C=C1)C(F)(F)F)=O)C1=CC(=C(C=C1)F)F)=O)(C)C (2-Cyclopentyl-4-(3,4-difluorophenyl)-7,7-dimethyl-3-(4-trifluoromethylbenzoyl)-7,8-dihydro-6H-quinolin-5-one). As a reaction SMILES: [CH:1]1([C:6]2[NH:7][C:8]3[CH2:9][C:10]([CH3:38])([CH3:37])[CH2:11][C:12](=[O:36])[C:13]=3[CH:14]([C:28]3[CH:33]=[CH:32][C:31]([F:34])=[C:30]([F:35])[CH:29]=3)[C:15]=2[C:16](=[O:27])[C:17]2[CH:22]=[CH:21][C:20]([C:23]([F:26])([F:25])[F:24])=[CH:19][CH:18]=2)[CH2:5][CH2:4][CH2:3][CH2:2]1.N1C=CC=CC=1>C(Cl)Cl.[O-2].[O-2].[Mn+4]>[CH:1]1([C:6]2[C:15]([C:16](=[O:27])[C:17]3[CH:18]=[CH:19][C:20]([C:23]([F:26])([F:24])[F:25])=[CH:21][CH:22]=3)=[C:14]([C:28]3[CH:33]=[CH:32][C:31]([F:34])=[C:30]([F:35])[CH:29]=3)[C:13]3[C:12](=[O:36])[CH2:11][C:10]([CH3:38])([CH3:37])[CH2:9][C:8]=3[N:7]=2)[CH2:5][CH2:4][CH2:3][CH2:2]1 |f:3.4.5|. Procedure details: 0.9 g (1.7 mmol) of 2-cyclopentyl-4-(3,4-difluorophenyl)-7,7-dimethyl-3-(4-trifluoromethylbenzoyl)4,6,7,8-tetrahydro-1H-quinolin-5-one were oxidized at room temperature within one hour to give the pyridine, using 4.5 g of manganese dioxide (activated) in 25 ml of methylene chloride. The manganese dioxide was separated off and the methylene chloride was distilled off, and the mixture was then filtered off with suction using petroleum ether. This gave 0.8 g of crystals of melting point: 210-212° C... The reactants are COC=1C=C(C=O)C=C(C1)OC (3,5-Dimethoxybenzaldehyde), BrC1=CC(=CC(=C1)OC)OC (1-bromo-3,5-dimethoxybenzene), C(CCC)[Li] (n-butyl lithium), O1CCOC2=C1C=CC(=C2)C(O)C2=CC(=CC(=C2)OC)OC ((2,3-dihydrobenzo [1,4]dioxin-6-yl)-(3,5-dimethoxyphenyl)methanol). Yields the product COC=1C=C(C=C(C1)OC)C(O)C1=CC(=CC(=C1)OC)OC (Bis-(3,5-dimethoxy-phenyl)-methanol). Yield: 85.6%. Reaction SMILES: [CH3:1][O:2][C:3]1[CH:4]=[C:5]([CH:8]=[C:9]([O:11][CH3:12])[CH:10]=1)[CH:6]=[O:7].Br[C:14]1[CH:19]=[C:18]([O:20][CH3:21])[CH:17]=[C:16]([O:22][CH3:23])[CH:15]=1.C([Li])CCC.O1C2C=CC(C(C3C=C(OC)C=C(OC)C=3)O)=CC=2OCC1>>[CH3:12][O:11][C:9]1[CH:8]=[C:5]([CH:6]([C:14]2[CH:19]=[C:18]([O:20][CH3:21])[CH:17]=[C:16]([O:22][CH3:23])[CH:15]=2)[OH:7])[CH:4]=[C:3]([O:2][CH3:1])[CH:10]=1. Procedure details: 3,5-Dimethoxybenzaldehyde (0.84 g, 5.03 mmol), 1-bromo-3,5-dimethoxybenzene (1.20 g, 5.53 mmol), and n-butyl lithium (2.20 ml, 5.53 mmol) were treated in the same manner as described above for the synthesis of (2,3-dihydrobenzo [1,4]dioxin-6-yl)-(3,5-dimethoxyphenyl)methanol. The crude material was purified via flash column chromatography (10% EtOAc in hexane gradient to 60% EtOAc in hexane in about 40 min.) to give Bis-(3,5-dimethoxy-phenyl)-methanol as an off-white solid (1.31 g, 86%): 1HNMR (... The reactants are CCOC(C)=O, CCCCCC, CC(C)=O, Nc1nc(Cl)cc(Cl)n1, [Na+], [OH-], O, Oc1ccc2[nH]ccc2c1. Product: Nc1nc(Cl)cc(Oc2ccc3[nH]ccc3c2)n1. Reaction SMILES: [CH3:22][CH2:23][O:24][C:25]([CH3:26])=[O:27].[CH3:28][CH2:29][CH2:30][CH2:31][CH2:32][CH3:33].[CH3:34][C:35](=[O:36])[CH3:37].[NH2:1][c:2]1[n:3][c:4]([Cl:9])[cH:5][c:6]([Cl:8])[n:7]1.[Na+:21].[OH-:20].[OH2:38].[OH:10][c:11]1[cH:12][c:13]2[cH:14][cH:15][nH:16][c:17]2[cH:18][cH:19]1>>[NH2:1][c:2]1[n:3][c:4]([O:10][c:11]2[cH:12][c:13]3[cH:14][cH:15][nH:16][c:17]3[cH:18][cH:19]2)[cH:5][c:6]([Cl:8])[n:7]1. Reactants: F[B-](F)(F)F, COc1cnc(Br)c2[nH]cc(C(=O)C(=O)O)c12, CCN(C(C)C)C(C)C, O=C(O)C(F)(F)F, CN(C)C=O, c1ccc(-c2ncnc3c2CCNC3)nc1, CN(C)C(On1nnc2ccccc21)=[N+](C)C. Yields the product COc1cnc(Br)c2[nH]cc(C(=O)C(=O)N3CCc4c(ncnc4-c4ccccn4)C3)c12. As a reaction SMILES: [B-:50]([F:51])([F:52])([F:53])[F:54].[Br:1][c:2]1[n:3][cH:4][c:5]([O:16][CH3:17])[c:6]2[c:7]1[nH:8][cH:9][c:10]2[C:11]([C:12](=[O:13])[OH:14])=[O:15].[CH:41]([N:42]([CH2:43][CH3:44])[CH:45]([CH3:46])[CH3:47])([CH3:48])[CH3:49].[F:34][C:35]([F:36])([F:37])[C:38]([OH:39])=[O:40].[O:72]=[CH:73][N:74]([CH3:75])[CH3:76].[n:18]1[c:19](-[c:24]2[c:25]3[c:26]([n:27][cH:28][n:29]2)[CH2:30][NH:31][CH2:32][CH2:33]3)[cH:20][cH:21][cH:22][cH:23]1.[n:55]1([O:56][C:57]([N:58]([CH3:59])[CH3:60])=[N+:61]([CH3:62])[CH3:63])[c:64]2[cH:65][cH:66][cH:67][cH:68][c:69]2[n:70][n:71]1>>[Br:1][c:2]1[n:3][cH:4][c:5]([O:16][CH3:17])[c:6]2[c:7]1[nH:8][cH:9][c:10]2[C:11]([C:12](=[O:14])[N:31]1[CH2:30][c:26]2[c:25]([c:24](-[c:19]3[n:18][cH:23][cH:22][cH:21][cH:20]3)[n:29][cH:28][n:27]2)[CH2:33][CH2:32]1)=[O:15]. Starting materials: S(=O)(Cl)Cl (thionyl chloride), NCCCCCCCC(=O)O (8-aminooctanoic acid), CO (methanol). Reaction conditions: temperature -5 celsius, time 5 minute. The product is NCCCCCCCC(=O)OC (8-amino octanoic acid, methyl ester). Isolated yield 90.0%. RXN SMILES: S(Cl)(Cl)=O.[NH2:5][CH2:6][CH2:7][CH2:8][CH2:9][CH2:10][CH2:11][CH2:12][C:13]([OH:15])=[O:14].[CH3:16]O>>[NH2:5][CH2:6][CH2:7][CH2:8][CH2:9][CH2:10][CH2:11][CH2:12][C:13]([O:15][CH3:16])=[O:14]. Procedure: To 15 ml methanol under nitrogen, stirred, at −5° C. was added thionyl chloride (0.80 ml) dropwise. After 5 minutes, 8-aminooctanoic acid (1.592 g, 10 mmol) was added. The reaction was stirred at −5° C. for 1 h, room temperature for 45 minutes, and 40° C. for 2.25 h. After heating, the reaction mixture was concentrated. The residue was taken up in chloroform/water (40 ml/25 ml) and basified to pH 9-10 using 1N NaOH. Layers were shaken, separated and the aqueous layer washed with water (2×30 ml).... Starting materials: CCCCOC(=O)CC1c2ccc(-c3noc(-c4ccc(OC(C)C)c(Cl)c4)n3)c(C)c2CCN1C(=O)OC(C)(C)C, CCO, [Na+], [OH-]. The product is Cc1c(-c2noc(-c3ccc(OC(C)C)c(Cl)c3)n2)ccc2c1CCN(C(=O)OC(C)(C)C)C2CC(=O)O. As a reaction SMILES: [CH2:1]([CH2:2][CH2:3][CH3:4])[O:5][C:6]([CH2:7][CH:8]1[N:9]([C:35](=[O:36])[O:37][C:38]([CH3:39])([CH3:40])[CH3:41])[CH2:10][CH2:11][c:12]2[c:13]([CH3:34])[c:14](-[c:18]3[n:19][o:20][c:21](-[c:23]4[cH:24][c:25]([Cl:33])[c:26]([O:29][CH:30]([CH3:31])[CH3:32])[cH:27][cH:28]4)[n:22]3)[cH:15][cH:16][c:17]21)=[O:42].[CH3:45][CH2:46][OH:47].[Na+:44].[OH-:43]>>[O:5]=[C:6]([CH2:7][CH:8]1[N:9]([C:35](=[O:36])[O:37][C:38]([CH3:39])([CH3:40])[CH3:41])[CH2:10][CH2:11][c:12]2[c:13]([CH3:34])[c:14](-[c:18]3[n:19][o:20][c:21](-[c:23]4[cH:24][c:25]([Cl:33])[c:26]([O:29][CH:30]([CH3:31])[CH3:32])[cH:27][cH:28]4)[n:22]3)[cH:15][cH:16][c:17]21)[OH:42]. Starting materials: O=C([O-])[O-], COC(=O)COc1ccc2ccc(OCCOCCOCCBr)c(C(C)=O)c2c1, CC(C)=O, CN(C)C=O, [K+], [K+], CCCc1c(O)ccc(C(C)=O)c1O. Yields the product CCCc1c(OCCOCCOCCOc2ccc3ccc(OCC(=O)OC)cc3c2C(C)=O)ccc(C(C)=O)c1O. As a reaction SMILES: [C:44](=[O:45])([O-:46])[O-:47].[CH3:1][O:2][C:3]([CH2:4][O:5][c:6]1[cH:7][c:8]2[c:9]([C:26]([CH3:27])=[O:28])[c:10]([O:16][CH2:17][CH2:18][O:19][CH2:20][CH2:21][O:22][CH2:23][CH2:24][Br:25])[cH:11][cH:12][c:13]2[cH:14][cH:15]1)=[O:29].[CH3:50][C:51](=[O:52])[CH3:53].[CH3:54][N:55]([CH3:56])[CH:57]=[O:58].[K+:48].[K+:49].[OH:30][c:31]1[c:32]([C:41]([CH3:42])=[O:43])[cH:33][cH:34][c:35]([OH:40])[c:36]1[CH2:37][CH2:38][CH3:39]>>[CH3:1][O:2][C:3]([CH2:4][O:5][c:6]1[cH:7][c:8]2[c:9]([C:26]([CH3:27])=[O:28])[c:10]([O:16][CH2:17][CH2:18][O:19][CH2:20][CH2:21][O:22][CH2:23][CH2:24][O:40][c:35]3[cH:34][cH:33][c:32]([C:41]([CH3:42])=[O:43])[c:31]([OH:30])[c:36]3[CH2:37][CH2:38][CH3:39])[cH:11][cH:12][c:13]2[cH:14][cH:15]1)=[O:29]. The reactants are COC(=O)C=1C(=NOC1C)C1=C(C=CC=C1)F (4-methoxycarbonyl-5-methyl-3-(2-fluorophenyl)isoxazole), CCN=C=NCCCN(C)C (EDCI), NC=1C=C(C=CC1)CC(=O)NC1=CC(=C(C(=C1)OC)OC)OC (2-(3-aminophenyl)-N-(3,4,5-trimethoxyphenyl)acetamide). The reagents and catalysts are CN(C)C=1C=CN=CC1 (DMAP). Solvent: C(Cl)Cl (CH2Cl2). Conditions: time 6 hour. The product is COC=1C=C(C=C(C1OC)OC)NC(CC1=CC(=CC=C1)NC(=O)C=1C(=NOC1C)C1=C(C=CC=C1)F)=O (N-(3,4,5-Trimethoxyphenyl) 3-(5-Methyl-3-(2-fluoro-phenyl)isoxazol-4-oyl)aminophenyl Acetamide). Isolated yield 61.3%. As a reaction SMILES: CO[C:3]([C:5]1[C:6]([C:11]2[CH:16]=[CH:15][CH:14]=[CH:13][C:12]=2[F:17])=[N:7][O:8][C:9]=1[CH3:10])=[O:4].CCN=C=NCCCN(C)C.[NH2:29][C:30]1[CH:31]=[C:32]([CH2:36][C:37]([NH:39][C:40]2[CH:45]=[C:44]([O:46][CH3:47])[C:43]([O:48][CH3:49])=[C:42]([O:50][CH3:51])[CH:41]=2)=[O:38])[CH:33]=[CH:34][CH:35]=1>C(Cl)Cl.CN(C1C=CN=CC=1)C>[CH3:47][O:46][C:44]1[CH:45]=[C:40]([NH:39][C:37](=[O:38])[CH2:36][C:32]2[CH:33]=[CH:34][CH:35]=[C:30]([NH:29][C:3]([C:5]3[C:6]([C:11]4[CH:16]=[CH:15][CH:14]=[CH:13][C:12]=4[F:17])=[N:7][O:8][C:9]=3[CH3:10])=[O:4])[CH:31]=2)[CH:41]=[C:42]([O:50][CH3:51])[C:43]=1[O:48][CH3:49]. Reported procedure: To a solution of 4-methoxycarbonyl-5-methyl-3-(2-fluorophenyl)isoxazole (1.00 g, 4.52 mmol) in CH2Cl2 (30 ml) was added EDCI (1.51 g, 9.04 mmol), DMAP (0.11 g, 0.90 mmol), and 2-(3-aminophenyl)-N-(3,4,5-trimethoxyphenyl)acetamide (1.70 g, 5.42 mmol). The reaction was allowed to stir for 6 h then applied to a silica gal column eluting first CH2Cl2 with followed by 10% acetone in CH2Cl2 to give the title compound (1.44 g, 62%).